Dataset: the Open Reaction Database (ORD), a public repository of structured organic reaction records. Task: describe an organic reaction: reactants, conditions, products, and yield The reactants are COC=1C=C(C(=O)N2CC(CC2)(C2=CC(=C(C=C2)F)F)CCN2CCC(CC2)NC2=NC3=C(N2)C=CC=C3)C=C(C1OC)OC (1-(3,4,5-trimethoxybenzoyl)-3-(2-(4-(1H-benzimidazol-2-yl-amino)piperidin-1-yl)ethyl)-3-(3,4-difluorophenyl) pyrrolidine), BrCC=1SC=CC1 (2-(bromomethyl)thiophene). Product: COC=1C=C(C(=O)N2CC(CC2)(C2=CC(=C(C=C2)F)F)CCN2CCC(CC2)NC2=NC3=C(N2CC=2SC=CC2)C=CC=C3)C=C(C1OC)OC (1-(3,4,5-trimethoxybenzoyl)-3-(2-(4-(1-(thien-2-ylmethyl)-1H-benzimidazol-2-yl-amino)piperidin-1-yl)ethyl)-3-(3,4-difluorophenyl) Pyrrolidine). As a reaction SMILES: [CH3:1][O:2][C:3]1[CH:4]=[C:5]([CH:39]=[C:40]([O:44][CH3:45])[C:41]=1[O:42][CH3:43])[C:6]([N:8]1[CH2:12][CH2:11][C:10]([CH2:21][CH2:22][N:23]2[CH2:28][CH2:27][CH:26]([NH:29][C:30]3[NH:34][C:33]4[CH:35]=[CH:36][CH:37]=[CH:38][C:32]=4[N:31]=3)[CH2:25][CH2:24]2)([C:13]2[CH:18]=[CH:17][C:16]([F:19])=[C:15]([F:20])[CH:14]=2)[CH2:9]1)=[O:7].Br[CH2:47][C:48]1[S:49][CH:50]=[CH:51][CH:52]=1>>[CH3:45][O:44][C:40]1[CH:39]=[C:5]([CH:4]=[C:3]([O:2][CH3:1])[C:41]=1[O:42][CH3:43])[C:6]([N:8]1[CH2:12][CH2:11][C:10]([CH2:21][CH2:22][N:23]2[CH2:28][CH2:27][CH:26]([NH:29][C:30]3[N:31]([CH2:47][C:48]4[S:49][CH:50]=[CH:51][CH:52]=4)[C:32]4[CH:38]=[CH:37][CH:36]=[CH:35][C:33]=4[N:34]=3)[CH2:25][CH2:24]2)([C:13]2[CH:18]=[CH:17][C:16]([F:19])=[C:15]([F:20])[CH:14]=2)[CH2:9]1)=[O:7]. Reported procedure: Prepare by the method of Example 37.2 using 1-(3,4,5-trimethoxybenzoyl)-3-(2-(4-(1H-benzimidazol-2-yl-amino)piperidin-1-yl)ethyl)-3-(3,4-difluorophenyl) pyrrolidine and 2-(bromomethyl)thiophene (J. Am. Chem. Soc., 71 1201-1204 (1949)) to give the title compound.